Dataset: the Open Reaction Database (ORD), a public repository of structured organic reaction records. Task: describe an organic reaction: reactants, conditions, products, and yield Starting materials: ClC1=NC=C(C(=N1)N([C@@H](C)C(=O)OCC)C1=CC=CC=C1)[N+](=O)[O-] (ethyl N-(2-chloro-5-nitropyrimidin-4-yl)-N-phenylalaninate). Reagents/catalysts: [Fe] (iron). Solvent: C(C)(=O)O (acetic acid). Reaction conditions: temperature 70 celsius. The product is ClC1=NC=2N(C(C(NC2C=N1)=O)C)C1=CC=CC=C1 (2-chloro-7-methyl-8-phenyl-7,8-dihydropteridin-6(5H)-one). Yield: 75.0%. As a reaction SMILES: [Cl:1][C:2]1[N:7]=[C:6]([N:8]([C:16]2[CH:21]=[CH:20][CH:19]=[CH:18][CH:17]=2)[C@H:9]([C:11](OCC)=[O:12])[CH3:10])[C:5]([N+:22]([O-])=O)=[CH:4][N:3]=1>C(O)(=O)C.[Fe]>[Cl:1][C:2]1[N:3]=[CH:4][C:5]2[NH:22][C:11](=[O:12])[CH:9]([CH3:10])[N:8]([C:16]3[CH:21]=[CH:20][CH:19]=[CH:18][CH:17]=3)[C:6]=2[N:7]=1. Procedure details: To a stirred solution of ethyl N-(2-chloro-5-nitropyrimidin-4-yl)-N-phenylalaninate (1.6 g, 4.56 mmol) in glacial acetic acid (35 mL) was added iron powder (1.6 g, 28.57 mmol). The resulting mixture was heated at 70° C. for 2 h. The insoluble material was then filtered off celite to give a clear solution. The bulk of solvent was evaporated to give a crude residue, which was purified by silica gel flash chromatography (eluent: 2% methanol in dichloromethane) to afford desired product (75%). 1HNMR... The reactants are CCOc1cc(N)cc(C(=O)OC)c1, CN(C)c1ccncc1, O=S(=O)(Cl)CCCCl, ClCCl, c1ccncc1. Yields the product CCOc1cc(NS(=O)(=O)CCCCl)cc(C(=O)OC)c1. RXN SMILES: [CH3:1][O:2][C:3]([c:4]1[cH:5][c:6]([NH2:13])[cH:7][c:8]([O:10][CH2:11][CH3:12])[cH:9]1)=[O:14].[CH3:32][N:33]([c:34]1[cH:35][cH:36][n:37][cH:38][cH:39]1)[CH3:40].[Cl:21][CH2:22][CH2:23][CH2:24][S:25](=[O:26])(=[O:27])[Cl:28].[Cl:29][CH2:30][Cl:31].[cH:15]1[cH:16][cH:17][n:18][cH:19][cH:20]1>>[CH3:1][O:2][C:3]([c:4]1[cH:5][c:6]([NH:13][S:25]([CH2:24][CH2:23][CH2:22][Cl:21])(=[O:26])=[O:27])[cH:7][c:8]([O:10][CH2:11][CH3:12])[cH:9]1)=[O:14]. Reactants: S1C=CC2=C1CNCCC2O (5,6,7,8-tetrahydro-4H-thieno[2,3-c]azepin-4-ol), BrC=1C(=C(C=CC1)F)Cl (3-bromo-2-chloro-1-fluorobenzene). The product is Cl.BrC=1C(=C(C=CC1)OC1C2=C(CNCC1)SC=C2)Cl (4-(3-Bromo-2-chlorophenyloxy)-5,6,7,8-tetrahydro-4H-thieno[2,3-c]azepine hydrochloride). As a reaction SMILES: [S:1]1[C:5]2[CH2:6][NH:7][CH2:8][CH2:9][CH:10]([OH:11])[C:4]=2[CH:3]=[CH:2]1.[Br:12][C:13]1[C:14]([Cl:20])=[C:15](F)[CH:16]=[CH:17][CH:18]=1>>[ClH:20].[Br:12][C:13]1[C:14]([Cl:20])=[C:15]([O:11][CH:10]2[CH2:9][CH2:8][NH:7][CH2:6][C:5]3[S:1][CH:2]=[CH:3][C:4]2=3)[CH:16]=[CH:17][CH:18]=1 |f:2.3|. Procedure details: The same method as in Example 3 was conducted using 5,6,7,8-tetrahydro-4H-thieno[2,3-c]azepin-4-ol (Reference Example 35) instead of 6-methyl-4,5,6,7-tetrahydrothieno[2,3-c]pyridin-4-ol (Reference Example 6) and was conducted using 3-bromo-2-chloro-1-fluorobenzene instead of 1,3-difluorobenzene to give the objective compound. Starting materials: [Br-], BrOc1ccccc1, CC(C)(C)C(=O)N1CCNCC1, CC(C)(C)[O-], Cc1ccccc1, [Na+], c1ccc(P(c2ccccc2)c2ccc3ccccc3c2-c2c(P(c3ccccc3)c3ccccc3)ccc3ccccc23)cc1. Yields the product CC(C)(C)OC(=O)N1CCNCC1. Reaction SMILES: [Br-:73].[Br:1][O:2][c:3]1[cH:4][cH:5][cH:6][cH:7][cH:8]1.[C:9]([CH3:10])([CH3:11])([CH3:12])[C:13](=[O:14])[N:15]1[CH2:16][CH2:17][NH:18][CH2:19][CH2:20]1.[CH3:21][C:22]([CH3:23])([O-:24])[CH3:25].[CH3:74][c:75]1[cH:76][cH:77][cH:78][cH:79][cH:80]1.[Na+:26].[cH:27]1[cH:28][cH:29][c:30]([P:31]([c:32]2[cH:33][cH:34][c:35]3[c:36]([cH:37][cH:38][cH:39][cH:40]3)[c:41]2-[c:42]2[c:43]3[c:44]([cH:45][cH:46][cH:47][cH:48]3)[cH:49][cH:50][c:51]2[P:52]([c:53]2[cH:54][cH:55][cH:56][cH:57][cH:58]2)[c:59]2[cH:60][cH:61][cH:62][cH:63][cH:64]2)[c:65]2[cH:66][cH:67][cH:68][cH:69][cH:70]2)[cH:71][cH:72]1>>[C:13](=[O:14])([N:15]1[CH2:16][CH2:17][NH:18][CH2:19][CH2:20]1)[O:24][C:22]([CH3:21])([CH3:23])[CH3:25].